The task is: describe an organic reaction: reactants, conditions, products, and yield. This data is from the Open Reaction Database (ORD), a public repository of structured organic reaction records. The reactants are C1(=CC=CC=C1)SCN1S(N(C(C1=O)C(C)C)C)(=O)=O (2-phenylthiomethyl-4-isopropyl-5-methyl -1,2,5-thiadiazolidin-3-one 1,1-dioxide), S(=O)(=O)(Cl)Cl (sulfuryl chloride). Run in C(Cl)Cl (methylene chloride). Reaction conditions: time 2 hour. The product is ClCN1S(N(C(C1=O)C(C)C)C)(=O)=O (2-chloromethyl-4-isopropyl-5-methyl-1,2,5-thiadiazolidin-3-one 1,1-dioxide). Isolated yield 77.0%. RXN SMILES: C1(S[CH2:8][N:9]2[C:13](=[O:14])[CH:12]([CH:15]([CH3:17])[CH3:16])[N:11]([CH3:18])[S:10]2(=[O:20])=[O:19])C=CC=CC=1.S(Cl)([Cl:24])(=O)=O>C(Cl)Cl>[Cl:24][CH2:8][N:9]1[C:13](=[O:14])[CH:12]([CH:15]([CH3:17])[CH3:16])[N:11]([CH3:18])[S:10]1(=[O:20])=[O:19]. Procedure: To a solution of 2-phenylthiomethyl-4-isopropyl-5-methyl -1,2,5-thiadiazolidin-3-one 1,1-dioxide (6.38 g, 23.31 mmol) in 150 ml of methylene chloride was added sulfuryl chloride (2.5 ml, 30.4 mmol) and the mixture was stirred for 2 hours at room temperature. The mixture was concentrated in vacuo and the residue triturated in hexane to afford 4.32 g (88%) of 2-chloromethyl-4-isopropyl-5-methyl-1,2,5-thiadiazolidin-3-one 1,1-dioxide (Formula II: R1 =H; R2 =isopropyl; R3 =methyl; X'=Cl) as a solid,...